This data is from the Open Reaction Database (ORD), a public repository of structured organic reaction records. The task is: describe an organic reaction: reactants, conditions, products, and yield Starting materials: CI, CC(C)=O, [K+], O=[N+]([O-])c1ccc2[nH]ccc2c1, [OH-]. Yields the product Cn1ccc2cc([N+](=O)[O-])ccc21. RXN SMILES: [CH3:15][I:16].[CH3:17][C:18](=[O:19])[CH3:20].[K+:14].[N+:1](=[O:2])([O-:3])[c:4]1[cH:5][c:6]2[cH:7][cH:8][nH:9][c:10]2[cH:11][cH:12]1.[OH-:13]>>[N+:1](=[O:2])([O-:3])[c:4]1[cH:5][c:6]2[cH:7][cH:8][n:9]([CH3:15])[c:10]2[cH:11][cH:12]1. As a reaction SMILES: [CH3:1][O:2][c:3]1[n:4][cH:5][cH:6][cH:7][c:8]1[B:9]([OH:10])[OH:11].[F:12][C:13]([F:14])([F:15])[S:16]([O:17][c:18]1[c:19]2[c:24]([cH:25][cH:26][cH:27]1)[O:23][CH2:22][CH:21]([N:28]([CH2:29][c:30]1[cH:31][cH:32][cH:33][cH:34][cH:35]1)[CH2:36][c:37]1[cH:38][cH:39][cH:40][cH:41][cH:42]1)[CH2:20]2)(=[O:43])=[O:44]>>[CH3:1][O:2][c:3]1[n:4][cH:5][cH:6][cH:7][c:8]1-[c:18]1[c:19]2[c:24]([cH:25][cH:26][cH:27]1)[O:23][CH2:22][CH:21]([N:28]([CH2:29][c:30]1[cH:31][cH:32][cH:33][cH:34][cH:35]1)[CH2:36][c:37]1[cH:38][cH:39][cH:40][cH:41][cH:42]1)[CH2:20]2. The product is COc1ncccc1-c1cccc2c1CC(N(Cc1ccccc1)Cc1ccccc1)CO2. Reactants: COc1ncccc1B(O)O, O=S(=O)(Oc1cccc2c1CC(N(Cc1ccccc1)Cc1ccccc1)CO2)C(F)(F)F. Reactants: C(#N)C=1SC=CC1 (2-cyanothiophene), [N+](=O)(O)[O-] (nitric acid). Solvent: C(C)(=O)OC(C)=O (acetic anhydride). RXN SMILES: [C:1]([C:3]1[S:4][CH:5]=[CH:6][CH:7]=1)#[N:2].[N+:8]([O-])([OH:10])=[O:9]>C(OC(=O)C)(=O)C>[N+:8]([C:6]1[CH:7]=[C:3]([C:1]#[N:2])[S:4][CH:5]=1)([O-:10])=[O:9]. Yields the product [N+](=O)([O-])C=1C=C(SC1)C#N (4-nitro-2-cyanothiophene). Procedure details: To a solution of 2-cyanothiophene (10.9 g; 0.1 mol) in 25 ml of acetic anhydride (t=10° C.) are added 9 ml of fuming nitric acid (d=1.49 g/ml). Reactants: CC(=O)Cl, CCCCOc1nc(N)cc(N)c1C#N, O, c1ccncc1. The product is CCCCOc1nc(NC(C)=O)cc(N)c1C#N. RXN SMILES: [CH3:16][C:17]([Cl:18])=[O:19].[NH2:1][c:2]1[cH:3][c:4]([NH2:15])[n:5][c:6]([O:10][CH2:11][CH2:12][CH2:13][CH3:14])[c:7]1[C:8]#[N:9].[OH2:26].[cH:20]1[cH:21][cH:22][n:23][cH:24][cH:25]1>>[NH2:1][c:2]1[cH:3][c:4]([NH:15][C:17]([CH3:16])=[O:19])[n:5][c:6]([O:10][CH2:11][CH2:12][CH2:13][CH3:14])[c:7]1[C:8]#[N:9]. Starting materials: COC(CCC1=NC(=CC=C1O)I)=O (3-(3-hydroxy-6-iodo-2-pyridyl)-propionic acid methyl ester), COC(C1=CC(=CC=C1)C#C)=O (3-ethinylbenzoic acid methyl ester). Yields the product COC(CCC1=NC(=CC=C1O)C#CC1=CC(=CC=C1)C(=O)OC)=O (3-{3-hydroxy-6-[2-(3-methoxycarbonylphenyl)-ethinyl]-2-pyridyl}-propionic acid methyl ester). The yield is 46.2%. RXN SMILES: [CH3:1][O:2][C:3](=[O:14])[CH2:4][CH2:5][C:6]1[C:11]([OH:12])=[CH:10][CH:9]=[C:8](I)[N:7]=1.[CH3:15][O:16][C:17](=[O:26])[C:18]1[CH:23]=[CH:22][CH:21]=[C:20]([C:24]#[CH:25])[CH:19]=1>>[CH3:1][O:2][C:3](=[O:14])[CH2:4][CH2:5][C:6]1[C:11]([OH:12])=[CH:10][CH:9]=[C:8]([C:25]#[C:24][C:20]2[CH:21]=[CH:22][CH:23]=[C:18]([C:17]([O:16][CH3:15])=[O:26])[CH:19]=2)[N:7]=1. Procedure details: Under the conditions of example 5A, 9.2 g of 3-(3-hydroxy-6-iodo-2-pyridyl)-propionic acid methyl ester is reacted with 4.8 g of 3-ethinylbenzoic acid methyl ester, worked up, and the crude product is chromatographed on silica gel with hexane/0-20% ethyl acetate. 4.7 g of 3-{3-hydroxy-6-[2-(3-methoxycarbonylphenyl)-ethinyl]-2-pyridyl}-propionic acid methyl ester of melting point 125°-127° C. is obtained.